Dataset: the Open Reaction Database (ORD), a public repository of structured organic reaction records. Task: describe an organic reaction: reactants, conditions, products, and yield Reactants: C=CC1=CC=CC=C1 (Styrene), C(C(=C)C)(=O)OC (methyl methacrylate), C(C(=C)C)(=O)OCCC[Si](OC)(OC)OC (3-(trimethoxysilyl)propyl methacrylate), N(=NC(C)(CCC)C#N)C(C)(CCC)C#N (2,2′-azobis(2-cyanopentane)). The solvent is CC(CC)=O (2-butanone). Yields the product C=CC1=CC=CC=C1.C(C(=C)C)(=O)OC.C(C(=C)C)(=O)OCCC[Si](OC)(OC)OC (Styrene Methyl Methacrylate Trimethoxysilylpropyl Methacrylate). Reaction SMILES: [CH2:1]=[CH:2][C:3]1[CH:8]=[CH:7][CH:6]=[CH:5][CH:4]=1.[C:9]([O:14][CH3:15])(=[O:13])[C:10]([CH3:12])=[CH2:11].[C:16]([O:21][CH2:22][CH2:23][CH2:24][Si:25]([O:30][CH3:31])([O:28][CH3:29])[O:26][CH3:27])(=[O:20])[C:17]([CH3:19])=[CH2:18].N(C(C#N)(CCC)C)=NC(C#N)(CCC)C>CC(=O)CC>[CH2:1]=[CH:2][C:3]1[CH:8]=[CH:7][CH:6]=[CH:5][CH:4]=1.[C:9]([O:14][CH3:15])(=[O:13])[C:10]([CH3:12])=[CH2:11].[C:16]([O:21][CH2:22][CH2:23][CH2:24][Si:25]([O:30][CH3:31])([O:26][CH3:27])[O:28][CH3:29])(=[O:20])[C:17]([CH3:19])=[CH2:18] |f:5.6.7|. Procedure: Styrene (4.8 g), methyl methacrylate (2.85 g), 3-(trimethoxysilyl)propyl methacrylate (0.5 g) and 2,2′-azobis(2-cyanopentane) (0.3 g) are dissolved in 2-butanone (40 mL) and degassed using five vacuum/nitrogen purges. The reaction is refluxed for 24 hours and then precipitated into methanol (1 L), filtered, rinsed with additional methanol and sucked dry overnight. White polymer is obtained with Mw/Mn=10,400/7,200=1.45. Reactants: C(C=C)Br (allyl bromide), lower alkyl ester, O=C1C(CCC1)C(=O)O (2-oxocyclopentanecarboxylic acid). Yields the product lower alkyl ester, C(C=C)C1(C(CCC1)=O)C(=O)O (1-(2-propenyl)-2-oxocyclopentanecarboxylic acid). As a reaction SMILES: [O:1]=[C:2]1[CH2:6][CH2:5][CH2:4][CH:3]1[C:7]([OH:9])=[O:8].[CH2:10](Br)[CH:11]=[CH2:12]>>[CH2:12]([C:3]1([C:7]([OH:9])=[O:8])[CH2:4][CH2:5][CH2:6][C:2]1=[O:1])[CH:11]=[CH2:10]. Procedure details: A lower alkyl ester of 2-oxocyclopentanecarboxylic acid is alkylated with allyl bromide to yield the lower alkyl ester of 1-(2-propenyl)-2-oxocyclopentanecarboxylic acid. Treatment with anhydrous ammonia yields the ester of 5-carboxy-oct-7-enoic acid amide. Treatment with thionyl chloride yields the ester of 5-carboxy-oct-7-enenitrile. The ester is reduced, e.g. with sodium borohydride to the corresponding alcohol. A reactive ester thereof, e.g. the methanesulfonyl ester is reacted with a dieste... Starting materials: N(=O)OS(O)(=O)=O (Nitrosyl sulphuric acid), diazo, C(C)N(C1=CC=CC=C1)CC1=CC=CC=C1 (N-ethyl-N-benzyl aniline), S(N)(O)(=O)=O (sulphamic acid), C(C)(=O)[O-].[Na+] (sodium acetate), ice water, ClC=1C=C(C=CC1N)S(=O)(=O)F (3-Chloro-4-amino benzene sulphonylfluoride). The solvent is CO (methanol), CC(=O)OCC1=C2C=CC=CC2=C(C3=CC=CC=C31)COC(=O)C.C(CC)(=O)O (acetic propionic acid). Reaction conditions: temperature -5 celsius, time 2 hour. The product is ClC1=C(C=CC(=C1)S(=O)(=O)F)N=NC1=CC=C(N(CC2=CC=CC=C2)CC)C=C1 (4-(2-chloro-4-fluorosulphonyl phenylazo)-N-ethyl-N-benzyl aniline). RXN SMILES: [Cl:1][C:2]1[CH:3]=[C:4]([S:9]([F:12])(=[O:11])=[O:10])[CH:5]=[CH:6][C:7]=1[NH2:8].N(OS(=O)(=O)O)=O.[CH2:20]([N:22]([CH2:29][C:30]1[CH:35]=[CH:34][CH:33]=[CH:32][CH:31]=1)[C:23]1[CH:28]=[CH:27][CH:26]=[CH:25][CH:24]=1)[CH3:21].S(=O)(=O)(O)[NH2:37].C([O-])(=O)C.[Na+]>CC(OCC1C2C(=CC=CC=2)C(COC(C)=O)=C2C=1C=CC=C2)=O.C(O)(=O)CC.CO>[Cl:1][C:2]1[CH:3]=[C:4]([S:9]([F:12])(=[O:11])=[O:10])[CH:5]=[CH:6][C:7]=1[N:8]=[N:37][C:26]1[CH:27]=[CH:28][C:23]([N:22]([CH2:20][CH3:21])[CH2:29][C:30]2[CH:35]=[CH:34][CH:33]=[CH:32][CH:31]=2)=[CH:24][CH:25]=1 |f:4.5,6.7|. Procedure: 3-Chloro-4-amino benzene sulphonylfluoride (1 part) was stirred in acetic/propionic acid 86/14 vol/vol (15 parts) and cooled to -5° C. Nitrosyl sulphuric acid solution (1.9 parts) was added dropwise then stirred at 0°-5° C. for 2 hours. The diazo solution was then added to a stirred mixture of N-ethyl-N-benzyl aniline (2.0 parts), methanol (50 parts), sulphamic acid (0.5 parts) and sodium acetate (5 parts) with ice/water (100 parts) at 0°-5° C. After stirring under these conditions for 1 hour, t... Starting materials: N (ammonia), C(C)(C)(C)OC(NCCN1C(=C(C(=C1)C#N)C1=CC=CC=C1)Cl)=O (tert-butyl{2-[2-chloro-4-cyano-3-phenyl-1H-pyrrol-1-yl]ethyl}carbamate), C=O (paraformaldehyde), Cl (hydrochloric acid). Run in C(C)O (ethanol). Conditions: temperature 90 celsius, time 1 hour. Yields the product ClC1=C(C(=C2N1CCNC2)C#N)C2=CC=CC=C2 (6-chloro-7-phenyl-1,2,3,4-tetrahydropyrrolo[1,2-a]pyrazine-8-carbonitrile). Yield: 61.5%. As a reaction SMILES: C(O[C:6](=O)[NH:7][CH2:8][CH2:9][N:10]1[CH:14]=[C:13]([C:15]#[N:16])[C:12]([C:17]2[CH:22]=[CH:21][CH:20]=[CH:19][CH:18]=2)=[C:11]1[Cl:23])(C)(C)C.Cl.C=O.N>C(O)C>[Cl:23][C:11]1[N:10]2[CH2:9][CH2:8][NH:7][CH2:6][C:14]2=[C:13]([C:15]#[N:16])[C:12]=1[C:17]1[CH:22]=[CH:21][CH:20]=[CH:19][CH:18]=1. Procedure: To a suspension of 66.9 g (193 mmol) of tert-butyl{2-[2-chloro-4-cyano-3-phenyl-1H-pyrrol-1-yl]ethyl}carbamate in 150 ml of ethanol are added slowly 688 ml (2670 mmol) of aqueous 4N hydrochloric acid solution and the mixture is heated to 90° C. Evolution of gas is rapidly observed, and after 1 hour, the medium is clear. 6.44 g (71.5 mmol) of paraformaldehyde are then added and heating is continued for a further 4 hours. After cooling, the reaction medium is basified slowly by adding aqueous ammo... The reactants are FC1=CC=C(OC[C@H]2C[C@@H](CO2)SC(C)=O)C=C1 (Ethanethioic acid trans-(+/-)-S-[5-[(4-fluorophenoxy)methyl]tetrahydro-3-furanyl]ester), [Na] (sodium), CO (methyl alcohol). The solvent is O1CCCC1 (tetrahydrofuran). Product: FC1=CC=C(OCC2CC(CO2)S)C=C1 (5-[(4-Fluorophenoxy)methyl]tetrahydro-3-furanthiol). Yield: 52.4%. As a reaction SMILES: [F:1][C:2]1[CH:18]=[CH:17][C:5]([O:6][CH2:7][C@@H:8]2[O:12][CH2:11][C@@H:10]([S:13]C(=O)C)[CH2:9]2)=[CH:4][CH:3]=1.[Na].CO>O1CCCC1>[F:1][C:2]1[CH:3]=[CH:4][C:5]([O:6][CH2:7][CH:8]2[O:12][CH2:11][CH:10]([SH:13])[CH2:9]2)=[CH:17][CH:18]=1 |^1:18|. Procedure: The title compound is prepared by the procedure of Example 16 using 0.943 g of product from Example 35, 0.86 ml of 25% .sodium methhoxide/methyl alcohol and 12 ml of tetrahydrofuran to give 0.417 g of the desired product. Starting materials: Cl.C1(CCCCC1)NN (Cyclohexylhydrazine hydrochloride), C(Cl)Cl (DCM), ice, CC(C)(C)OC (TBME), C(CC(=O)C)(=O)OCC (ethyl acetoacetate). The solvent is O (water), C(C)(=O)O (acetic acid). Conditions: time 10 minute. The product is C1(CCCCC1)N1NC(=CC1=O)C (2-Cyclohexyl-5-methyl-1H-pyrazol-3(2H)-one). Reaction SMILES: Cl.[CH:2]1([NH:8][NH2:9])[CH2:7][CH2:6][CH2:5][CH2:4][CH2:3]1.C(Cl)Cl.[C:13](OCC)(=[O:18])[CH2:14][C:15]([CH3:17])=O.CC(OC)(C)C>O.C(O)(=O)C>[CH:2]1([N:8]2[C:13](=[O:18])[CH:14]=[C:15]([CH3:17])[NH:9]2)[CH2:7][CH2:6][CH2:5][CH2:4][CH2:3]1 |f:0.1|. Procedure: Cyclohexylhydrazine hydrochloride (AK Scientific) (700 g, 4643 mmol) was added to a stirred solution of DCM (3000 mL) and ice cold 2M sodium hydroxide solution (1778 mL, 3556 mmol). The reaction mixture was stirred for 10 minutes at room temperature. The resulting phases were separated and the aqueous layer was extracted with DCM (4×2000 mL). The combined organic extracts were dried over anhydrous sodium sulphate, filtered and concentrated under reduced pressure. The resulting solid was dissolve... The reactants are C(C)(=O)OCC (Ethyl acetate), solution, [H-].COCCO[Al+]OCCOC.[Na+].[H-] (sodium bis(2-methoxyethoxy)aluminum hydride), C(#N)CC1=C(CCC(=O)OCC)C=CC=C1 (ethyl o-(cyanomethyl)hydrocinnamate). Solvent: C1=CC=CC=C1 (benzene), C1=CC=CC=C1 (benzene). Yields the product OCCCC1=C(C=CC=C1)CC#N ([2-(3-hydroxypropyl)phenyl]acetonitrile). Reaction SMILES: [H-].COCCO[Al+]OCCOC.[Na+].[H-].[C:15]([CH2:17][C:18]1[CH:30]=[CH:29][CH:28]=[CH:27][C:19]=1[CH2:20][CH2:21][C:22](OCC)=[O:23])#[N:16].C(OCC)(=O)C>C1C=CC=CC=1>[OH:23][CH2:22][CH2:21][CH2:20][C:19]1[CH:27]=[CH:28][CH:29]=[CH:30][C:18]=1[CH2:17][C:15]#[N:16] |f:0.1.2.3|. Procedure: A 70% solution in benzene of sodium bis(2-methoxyethoxy)aluminum hydride (95.2 g., 0.33 mole of reagent) is added dropwise during one hour to a stirred solution of ethyl o-(cyanomethyl)hydrocinnamate (65.0 g., 0.3 mole) in benzene (250 ml.). The reaction mixture is held at 25°-28° C. by means of a cold water bath. The mixture is stirred at 25°-28° C. for 4 additional hours. Ethyl acetate (5 ml.) is added to destroy excess reducing agent. The mixture is then treated with 250 ml. ice-cold 5% hydro...